The task is: describe an organic reaction: reactants, conditions, products, and yield. This data is from the Open Reaction Database (ORD), a public repository of structured organic reaction records. The reactants are O=C1CCC(c2ccc(N3CC(OCc4ccccc4)OC3=O)cc2)CC1, CCO. Product: O=C1CCC(c2ccc(N3CC(CO)OC3=O)cc2)CC1. RXN SMILES: [CH2:1]([O:2][CH:9]1[CH2:10][N:11]([c:15]2[cH:16][cH:17][c:18]([CH:21]3[CH2:22][CH2:23][C:24](=[O:27])[CH2:25][CH2:26]3)[cH:19][cH:20]2)[C:12](=[O:14])[O:13]1)[c:3]1[cH:4][cH:5][cH:6][cH:7][cH:8]1.[CH3:28][CH2:29][OH:30]>>[CH:9]1([CH2:29][OH:30])[CH2:10][N:11]([c:15]2[cH:16][cH:17][c:18]([CH:21]3[CH2:22][CH2:23][C:24](=[O:27])[CH2:25][CH2:26]3)[cH:19][cH:20]2)[C:12](=[O:14])[O:13]1.